Task: describe an organic reaction: reactants, conditions, products, and yield. Dataset: the Open Reaction Database (ORD), a public repository of structured organic reaction records Reactants: O=C([O-])[O-], CS(C)=O, O=c1n(-c2cc(O)c(Cl)cc2F)c(=S)n2n1CCCC2, Clc1ncccn1, [K+], [K+]. The product is O=c1n(-c2cc(Oc3ncccn3)c(Cl)cc2F)c(=S)n2n1CCCC2. RXN SMILES: [C:28](=[O:29])([O-:30])[O-:31].[CH3:34][S:35]([CH3:36])=[O:37].[Cl:1][c:2]1[cH:3][c:4]([F:20])[c:5](-[n:9]2[c:10](=[S:19])[n:11]3[n:12]([c:17]2=[O:18])[CH2:13][CH2:14][CH2:15][CH2:16]3)[cH:6][c:7]1[OH:8].[Cl:21][c:22]1[n:23][cH:24][cH:25][cH:26][n:27]1.[K+:32].[K+:33]>>[Cl:1][c:2]1[cH:3][c:4]([F:20])[c:5](-[n:9]2[c:10](=[S:19])[n:11]3[n:12]([c:17]2=[O:18])[CH2:13][CH2:14][CH2:15][CH2:16]3)[cH:6][c:7]1[O:8][c:22]1[n:23][cH:24][cH:25][cH:26][n:27]1. The reactants are COC(=O)C(C)=CC=CCC(C)CCC=C(C)C, CO, [Na+], [OH-], O. The product is CC(C)=CCCC(C)CC=CC=C(C)C(=O)O. RXN SMILES: [CH3:1][O:2][C:3]([C:4](=[CH:5][CH:6]=[CH:7][CH2:8][CH:9]([CH2:10][CH2:11][CH:12]=[C:13]([CH3:14])[CH3:15])[CH3:16])[CH3:17])=[O:18].[CH3:21][OH:22].[Na+:20].[OH-:19].[OH2:23]>>[O:2]=[C:3]([C:4](=[CH:5][CH:6]=[CH:7][CH2:8][CH:9]([CH2:10][CH2:11][CH:12]=[C:13]([CH3:14])[CH3:15])[CH3:16])[CH3:17])[OH:18]. Starting materials: ClC=1C=C(C=CC1F)C(CC(C(F)(F)F)=O)=O (1-(3-chloro-4-fluoro-phenyl)-4,4,4-trifluoro-butane-1,3-dione), 3-chloro-4-fluoro-acetophenone, NC1=NNC=C1C1=CC=NC=C1 (3-amino-4-(4-pyridinyl)-pyrazole). Product: ClC=1C=C(C=CC1F)C1=NC=2N(C(=C1)C(F)(F)F)N=CC2C2=CC=NC=C2 (5-(3-Chloro-4-fluoro-phenyl)-3-pyridin-4-yl-7-trifluoromethyl-pyrazolo[1,5-a]pyrimidine). Yield: 41.8%. Reaction SMILES: [Cl:1][C:2]1[CH:3]=[C:4]([C:9](=O)[CH2:10][C:11](=O)[C:12]([F:15])([F:14])[F:13])[CH:5]=[CH:6][C:7]=1[F:8].[NH2:18][C:19]1[C:23]([C:24]2[CH:29]=[CH:28][N:27]=[CH:26][CH:25]=2)=[CH:22][NH:21][N:20]=1>>[Cl:1][C:2]1[CH:3]=[C:4]([C:9]2[CH:10]=[C:11]([C:12]([F:15])([F:14])[F:13])[N:20]3[N:21]=[CH:22][C:23]([C:24]4[CH:29]=[CH:28][N:27]=[CH:26][CH:25]=4)=[C:19]3[N:18]=2)[CH:5]=[CH:6][C:7]=1[F:8]. Procedure: Reaction of 1-(3-chloro-4-fluoro-phenyl)-4,4,4-trifluoro-butane-1,3-dione (134 mg, 0.5 mmol), prepared from commercially available 3-chloro-4-fluoro-acetophenone according to general procedure A, and 3-amino-4-(4-pyridinyl)-pyrazole [CAS No. 216661-87-9; prepared from 4-cyanomethyl-pyridine as described in Bioorg. Med. Chem. Lett. 12 (2002) 3537-3541] (80 mg, 0.5 mmol) according to general procedure B yielded the title compound as a yellow solid (82 mg, 42%). MS (ISP) 393.1 [(M+H)+]; mp 265° C. Starting materials: CC(=O)c1cc(Br)ccc1O, C1CCNC1, CO, O=CC1CCCOC1. The product is O=C1CC(C2CCCOC2)Oc2ccc(Br)cc21. As a reaction SMILES: [Br:1][c:2]1[cH:3][cH:4][c:5]([OH:11])[c:6]([C:8]([CH3:9])=[O:10])[cH:7]1.[CH2:20]1[CH2:21][NH:22][CH2:23][CH2:24]1.[CH3:25][OH:26].[O:12]1[CH2:13][CH:14]([CH:18]=[O:19])[CH2:15][CH2:16][CH2:17]1>>[Br:1][c:2]1[cH:3][cH:4][c:5]2[c:6]([cH:7]1)[C:8](=[O:10])[CH2:9][CH:18]([CH:14]1[CH2:13][O:12][CH2:17][CH2:16][CH2:15]1)[O:11]2. Reactants: CO, C(#Cc1ccccc1)CCCCCOC1CCCCO1, Cc1ccc(S(=O)(=O)O)cc1, c1ccncc1. RXN SMILES: [CH3:38][OH:39].[c:18]1([C:24]#[C:25][CH2:26][CH2:27][CH2:28][CH2:29][CH2:30][O:31][CH:32]2[CH2:33][CH2:34][CH2:35][CH2:36][O:37]2)[cH:19][cH:20][cH:21][cH:22][cH:23]1.[c:1]1([CH3:2])[cH:3][cH:4][c:5]([S:6]([OH:7])(=[O:8])=[O:9])[cH:10][cH:11]1.[n:12]1[cH:13][cH:14][cH:15][cH:16][cH:17]1>>[c:18]1([C:24]#[C:25][CH2:26][CH2:27][CH2:28][CH2:29][CH2:30][OH:31])[cH:19][cH:20][cH:21][cH:22][cH:23]1. The product is OCCCCCC#Cc1ccccc1. Starting materials: CC1=C(C=C(C=C1)N1CCOCC1)[N+](=O)[O-] (4-(4-Methyl-3-nitro-phenyl)-morpholine), [Cl-].[NH4+] (ammonium chloride). The reagents and catalysts are [Zn] (zinc). The solvent is CO (methanol). Run at time 3 hour. Yields the product CC1=C(C=C(C=C1)N1CCOCC1)N (2-Methyl-5-morpholin-4-yl-phenylamine). Isolated yield 89.3%. As a reaction SMILES: [CH3:1][C:2]1[CH:7]=[CH:6][C:5]([N:8]2[CH2:13][CH2:12][O:11][CH2:10][CH2:9]2)=[CH:4][C:3]=1[N+:14]([O-])=O.[Cl-].[NH4+]>[Zn].CO>[CH3:1][C:2]1[CH:7]=[CH:6][C:5]([N:8]2[CH2:13][CH2:12][O:11][CH2:10][CH2:9]2)=[CH:4][C:3]=1[NH2:14] |f:1.2|. Procedure: To a methanol solution (10 ml) of 4-(4-methyl-3-nitro-phenyl)-morpholine (22 mg) obtained in Step A, zinc (65 mg) and ammonium chloride (16 mg) were added, followed by stirring at room temperature for 3 hours. After filtration through Celite, the solvent was distilled off under reduced pressure, followed by purification by silica gel column chromatography (dichloromethane/methanol=30/1), to obtain the desired compound as a colorless solid (17 mg, 90%). Starting materials: [Cs] (cesium), C1(=CC=CC=C1)N1N=C(C=C1O)C(F)(F)F (1-phenyl-3-trifluoromethyl-5-hydroxypyrazole), ClCN1S(C2=C(C1=O)C(=CC(=C2)OCC)OCC)(=O)=O (2-chloromethyl-4, 6-diethoxy-1,2-benzisothiazol-3 (2H)-one 1,1-dioxide). The solvent is CN(C)C=O (DMF). Conditions: time 24 hour. Product: C(C)OC1=CC(=CC2=C1C(N(S2(=O)=O)COC2=CC(=NN2C2=CC=CC=C2)C(F)(F)F)=O)OCC (4,6-diethoxy-2-[1-phenyl-3-trifluoromethylpyrazol-5-yl-oxymethyl]-1,2-benzisothiazol-3(2H)-one 1,1-dioxide). Isolated yield 714.4%. RXN SMILES: [Cs].[C:2]1([N:8]2[C:12]([OH:13])=[CH:11][C:10]([C:14]([F:17])([F:16])[F:15])=[N:9]2)[CH:7]=[CH:6][CH:5]=[CH:4][CH:3]=1.Cl[CH2:19][N:20]1[C:24](=[O:25])[C:23]2[C:26]([O:33][CH2:34][CH3:35])=[CH:27][C:28]([O:30][CH2:31][CH3:32])=[CH:29][C:22]=2[S:21]1(=[O:37])=[O:36]>CN(C=O)C>[CH2:34]([O:33][C:26]1[C:23]2[C:24](=[O:25])[N:20]([CH2:19][O:13][C:12]3[N:8]([C:2]4[CH:3]=[CH:4][CH:5]=[CH:6][CH:7]=4)[N:9]=[C:10]([C:14]([F:16])([F:17])[F:15])[CH:11]=3)[S:21](=[O:37])(=[O:36])[C:22]=2[CH:29]=[C:28]([O:30][CH2:31][CH3:32])[CH:27]=1)[CH3:35] |^1:0|. Reported procedure: The cesium salt of 1-phenyl-3-trifluoromethyl-5-hydroxypyrazole [prepared from 1-phenyl-3-trifluoromethyl-5-hydroxypyrazole (0.714 g, 0.312 mmol) and Cs2CO3 (0.509 g, 0.156 mmol)] was suspended in DMF (20 ml) and treated with 2-chloromethyl-4, 6-diethoxy-1,2-benzisothiazol-3 (2H)-one 1,1-dioxide (0.5 g, 0.156 mmol). The reaction mixture was stirred at room temperature for 24 hours, then was poured onto ice-water and was extracted with ethyl acetate (300 mL). The organic layer was washed with wat... Starting materials: O=C([O-])[O-], CN(C)C=O, CC(C)Br, [K+], [K+], O, CCOC(=O)c1sc(-c2ccc(O)c([N+](=O)[O-])c2)nc1C. Yields the product CCOC(=O)c1sc(-c2ccc(OC(C)C)c([N+](=O)[O-])c2)nc1C. RXN SMILES: [C:22](=[O:23])([O-:24])[O-:25].[CH3:33][N:34]([CH3:35])[CH:36]=[O:37].[CH:28]([CH3:29])([CH3:30])[Br:31].[K+:26].[K+:27].[OH2:32].[OH:1][c:2]1[c:3]([N+:19](=[O:20])[O-:21])[cH:4][c:5](-[c:8]2[s:9][c:10]([C:14](=[O:15])[O:16][CH2:17][CH3:18])[c:11]([CH3:13])[n:12]2)[cH:6][cH:7]1>>[O:1]([c:2]1[c:3]([N+:19](=[O:20])[O-:21])[cH:4][c:5](-[c:8]2[s:9][c:10]([C:14](=[O:15])[O:16][CH2:17][CH3:18])[c:11]([CH3:13])[n:12]2)[cH:6][cH:7]1)[CH:28]([CH3:29])[CH3:30].